This data is from the Open Reaction Database (ORD), a public repository of structured organic reaction records. The task is: describe an organic reaction: reactants, conditions, products, and yield Starting materials: [Al+3], C1CCOC1, O=C1CCCc2nc3ccccc3c(NCc3ccccc3C(F)(F)F)c21, [H-], [H-], [H-], [H-], [Li+]. Product: OC1CCCc2nc3ccccc3c(NCc3ccccc3C(F)(F)F)c21. RXN SMILES: [Al+3:29].[CH2:34]1[O:35][CH2:36][CH2:37][CH2:38]1.[F:1][C:2]([c:3]1[c:4]([CH2:5][NH:6][c:7]2[c:8]3[cH:9][cH:10][cH:11][cH:12][c:13]3[n:14][c:15]3[c:20]2[C:19](=[O:21])[CH2:18][CH2:17][CH2:16]3)[cH:22][cH:23][cH:24][cH:25]1)([F:26])[F:27].[H-:28].[H-:31].[H-:32].[H-:33].[Li+:30]>>[F:1][C:2]([c:3]1[c:4]([CH2:5][NH:6][c:7]2[c:8]3[cH:9][cH:10][cH:11][cH:12][c:13]3[n:14][c:15]3[c:20]2[CH:19]([OH:21])[CH2:18][CH2:17][CH2:16]3)[cH:22][cH:23][cH:24][cH:25]1)([F:26])[F:27]. Reactants: Cl (hydrochloric acid), C([O-])([O-])=O.[K+].[K+] (potassium carbonate), C(C)(=O)OC1=C(C=C(/C=C/C(=O)NC2CCC(CC2)(C(=O)OCC=C)C)C=C1)OC (allyl trans-4-(4-acetoxy-3-methoxycinnamamido)-1-methyl-1-cyclohexanecarboxylate), resultant solution. The solvent is CO (methanol). Yields the product OC1=C(C=C(/C=C/C(=O)NC2CCC(CC2)(C(=O)OCC=C)C)C=C1)OC (allyl trans-4-(4-hydroxy-3-methoxycinnamamido)-1-methyl-1-cyclohexanecarboxylate). The yield is 71.1%. As a reaction SMILES: C(=O)([O-])[O-].[K+].[K+].C([O:10][C:11]1[CH:34]=[CH:33][C:14](/[CH:15]=[CH:16]/[C:17]([NH:19][CH:20]2[CH2:25][CH2:24][C:23]([CH3:32])([C:26]([O:28][CH2:29][CH:30]=[CH2:31])=[O:27])[CH2:22][CH2:21]2)=[O:18])=[CH:13][C:12]=1[O:35][CH3:36])(=O)C.Cl>CO>[OH:10][C:11]1[CH:34]=[CH:33][C:14](/[CH:15]=[CH:16]/[C:17]([NH:19][CH:20]2[CH2:25][CH2:24][C:23]([CH3:32])([C:26]([O:28][CH2:29][CH:30]=[CH2:31])=[O:27])[CH2:22][CH2:21]2)=[O:18])=[CH:13][C:12]=1[O:35][CH3:36] |f:0.1.2|. Procedure: 10 g of potassium carbonate was added to a solution of 4.4 g of allyl trans-4-(4-acetoxy-3-methoxycinnamamido)-1-methyl-1-cyclohexanecarboxylate (Example 23) in 100 ml of methanol. The resultant solution was stirred for 2 hours at room temperature. After reaction, 2N hydrochloric acid was added to the reaction solution, acidifying the solution. The solution was extracted three times with 50 ml of ethyl acetate. The organic layer obtained was washed once with an aqueous sodium hydrogencarbonate s... Reactants: C1CCNCC1, Cc1cc(C)c(C=O)[nH]1, CCO, O=C1Cc2c(cccc2-c2cccc(F)c2)N1. Product: Cc1cc(C)c(C=C2C(=O)Nc3cccc(-c4cccc(F)c4)c32)[nH]1. As a reaction SMILES: [CH2:27]1[CH2:28][CH2:29][NH:30][CH2:31][CH2:32]1.[CH3:18][c:19]1[c:20]([CH:25]=[O:26])[nH:21][c:22]([CH3:24])[cH:23]1.[CH3:33][CH2:34][OH:35].[F:1][c:2]1[cH:3][c:4](-[c:8]2[c:9]3[c:13]([cH:14][cH:15][cH:16]2)[NH:12][C:11](=[O:17])[CH2:10]3)[cH:5][cH:6][cH:7]1>>[F:1][c:2]1[cH:3][c:4](-[c:8]2[c:9]3[c:13]([cH:14][cH:15][cH:16]2)[NH:12][C:11](=[O:17])[C:10]3=[CH:25][c:20]2[c:19]([CH3:18])[cH:23][c:22]([CH3:24])[nH:21]2)[cH:5][cH:6][cH:7]1. The reactants are CC(C)(C)NS(=O)(=O)c1cccc(-c2cn(-c3nc(-c4ccc(Cl)s4)cc(C(F)(F)F)n3)cn2)c1, ClCCl, O=C(O)C(F)(F)F. Product: NS(=O)(=O)c1cccc(-c2cn(-c3nc(-c4ccc(Cl)s4)cc(C(F)(F)F)n3)cn2)c1. RXN SMILES: [C:1]([CH3:2])([CH3:3])([CH3:4])[NH:5][S:6](=[O:7])(=[O:8])[c:9]1[cH:10][c:11](-[c:15]2[n:16][cH:17][n:18](-[c:20]3[n:21][c:22]([C:32]([F:33])([F:34])[F:35])[cH:23][c:24](-[c:26]4[s:27][c:28]([Cl:31])[cH:29][cH:30]4)[n:25]3)[cH:19]2)[cH:12][cH:13][cH:14]1.[Cl:43][CH2:44][Cl:45].[F:36][C:37]([F:38])([F:39])[C:40]([OH:41])=[O:42]>>[NH2:5][S:6](=[O:7])(=[O:8])[c:9]1[cH:10][c:11](-[c:15]2[n:16][cH:17][n:18](-[c:20]3[n:21][c:22]([C:32]([F:33])([F:34])[F:35])[cH:23][c:24](-[c:26]4[s:27][c:28]([Cl:31])[cH:29][cH:30]4)[n:25]3)[cH:19]2)[cH:12][cH:13][cH:14]1. Reactants: CCC(C(=O)O)c1ccc(Br)cc1, Cc1noc(-c2ccc(B3OC(C)(C)C(C)(C)O3)cc2)c1NC(=O)OC(C)c1ccccc1Cl. Product: CCC(C(=O)O)c1ccc(-c2ccc(-c3onc(C)c3NC(=O)OC(C)c3ccccc3Cl)cc2)cc1. As a reaction SMILES: [Br:35][c:36]1[cH:37][cH:38][c:39]([CH:42]([C:43](=[O:44])[OH:45])[CH2:46][CH3:47])[cH:40][cH:41]1.[Cl:1][c:2]1[c:3]([CH:8]([CH3:9])[O:10][C:11]([NH:12][c:13]2[c:14]([CH3:33])[n:15][o:16][c:17]2-[c:18]2[cH:19][cH:20][c:21]([B:24]3[O:25][C:26]([CH3:27])([CH3:28])[C:29]([CH3:30])([CH3:31])[O:32]3)[cH:22][cH:23]2)=[O:34])[cH:4][cH:5][cH:6][cH:7]1>>[Cl:1][c:2]1[c:3]([CH:8]([CH3:9])[O:10][C:11]([NH:12][c:13]2[c:14]([CH3:33])[n:15][o:16][c:17]2-[c:18]2[cH:19][cH:20][c:21](-[c:36]3[cH:37][cH:38][c:39]([CH:42]([C:43](=[O:44])[OH:45])[CH2:46][CH3:47])[cH:40][cH:41]3)[cH:22][cH:23]2)=[O:34])[cH:4][cH:5][cH:6][cH:7]1. The reactants are C(C=C)OC(=O)N1[C@@H](C[C@H](C1)OS(=O)(=O)C)COS(=O)(=O)C1=CC=C(C=C1)Cl ((2S,4R)-1-allyloxycarbonyl-2-p-chlorobenzenesulfonyloxymethyl-4-methanesulfonyloxypyrrolidine), C1(C=2C(C(N1)=O)=CC=CC2)=O.[K] (potassium phthalimide), ice water, C(C)(=O)OCC (ethyl acetate). The solvent is CN(C=O)C (dimethylformamide). Conditions: temperature 60 celsius, time 3.5 hour. Yields the product C(C=C)OC(=O)N1[C@@H](C[C@H](C1)OS(=O)(=O)C)CN1C(C=2C(C1=O)=CC=CC2)=O ((2S,4R)-1-allyloxycarbonyl-2-phthalimidomethyl-4-methanesulfonyloxypyrrolidine). Isolated yield 60.8%. RXN SMILES: [CH2:1]([O:4][C:5]([N:7]1[CH2:11][C@H:10]([O:12][S:13]([CH3:16])(=[O:15])=[O:14])[CH2:9][C@H:8]1[CH2:17]OS(C1C=CC(Cl)=CC=1)(=O)=O)=[O:6])[CH:2]=[CH2:3].[C:29]1(=[O:39])[NH:33][C:32](=[O:34])[C:31]2=[CH:35][CH:36]=[CH:37][CH:38]=[C:30]12.[K].C(OCC)(=O)C>CN(C)C=O>[CH2:1]([O:4][C:5]([N:7]1[CH2:11][C@H:10]([O:12][S:13]([CH3:16])(=[O:14])=[O:15])[CH2:9][C@H:8]1[CH2:17][N:33]1[C:32](=[O:34])[C:31]2=[CH:35][CH:36]=[CH:37][CH:38]=[C:30]2[C:29]1=[O:39])=[O:6])[CH:2]=[CH2:3] |f:1.2,^1:39|. Procedure: To a solution of (2S,4R)-1-allyloxycarbonyl-2-p-chlorobenzenesulfonyloxymethyl-4-methanesulfonyloxypyrrolidine (23.7 g: ca. 50 mmole) in dimethylformamide (50 ml), potassium phthalimide (10.2 g: 55 mmole) is added in a nitrogen atmosphere, and the mixture is stirred at 60° C. for 3.5 hours. The reaction mixture is poured into a stirring mixture of ice water (500 ml) and ethyl acetate (500 ml). The organic layer is successively washed with water (4 times) and saturated brine, dried over magnesium...